This data is from the Open Reaction Database (ORD), a public repository of structured organic reaction records. The task is: describe an organic reaction: reactants, conditions, products, and yield The reactants are [Al+3], CCOCC, [Cl-], [Cl-], [Cl-], COc1cc(Cl)cc(Cl)c1, O=C(Cl)c1ccc(Cl)cc1Cl. The product is COc1cc(Cl)c(C(=O)c2ccc(Cl)cc2Cl)c(Cl)c1. Reaction SMILES: [Al+3:2].[CH3:26][CH2:27][O:28][CH2:29][CH3:30].[Cl-:1].[Cl-:3].[Cl-:4].[Cl:16][c:17]1[cH:18][c:19]([O:24][CH3:25])[cH:20][c:21]([Cl:23])[cH:22]1.[Cl:5][c:6]1[c:7]([C:8](=[O:9])[Cl:10])[cH:11][cH:12][c:13]([Cl:15])[cH:14]1>>[Cl:5][c:6]1[c:7]([C:8](=[O:9])[c:22]2[c:17]([Cl:16])[cH:18][c:19]([O:24][CH3:25])[cH:20][c:21]2[Cl:23])[cH:11][cH:12][c:13]([Cl:15])[cH:14]1. Starting materials: CC=1NC2=CC=C(C=C2C1)OC1=NC=NC2=CC(=CC=C12)OCC1CCNCC1 (4-(2-methylindol-5-yloxy)-7-(piperidin-4-ylmethoxy)quinazoline), C(C)(C)(C)OC(=O)N1CCC(CC1)CCOC1=C(C=C2C(=NC=NC2=C1)OC=1C=C2C=C(NC2=CC1)C)OC (7-(2-(1-tert-butoxycarbonylpiperidin-4-yl)ethoxy)-6-methoxy-4-(2-methylindol-5-yloxy)quinazoline). Yields the product COC=1C=C2C=NC(=NC2=CC1OCCC1CCNCC1)OC=1C=C2C=C(NC2=CC1)C (6-methoxy (2-methylindol-5yloxy)-7-(2-(piperidin-4-yl)ethoxy)quinazoline). The yield is 87.0%. Reaction SMILES: [CH3:1][C:2]1[NH:3][C:4]2[C:9]([CH:10]=1)=[CH:8][C:7]([O:11]C1C3C(=CC(OCC4CCNCC4)=CC=3)N=CN=1)=[CH:6][CH:5]=2.C(OC([N:37]1[CH2:42][CH2:41][CH:40]([CH2:43][CH2:44][O:45][C:46]2[CH:55]=[C:54]3[C:49]([C:50](OC4C=C5C(=CC=4)NC(C)=C5)=[N:51][CH:52]=[N:53]3)=[CH:48][C:47]=2[O:67][CH3:68])[CH2:39][CH2:38]1)=O)(C)(C)C>>[CH3:68][O:67][C:47]1[CH:48]=[C:49]2[C:54](=[CH:55][C:46]=1[O:45][CH2:44][CH2:43][CH:40]1[CH2:39][CH2:38][NH:37][CH2:42][CH2:41]1)[N:53]=[C:52]([O:11][C:7]1[CH:8]=[C:9]3[C:4](=[CH:5][CH:6]=1)[NH:3][C:2]([CH3:1])=[CH:10]3)[N:51]=[CH:50]2. Reported procedure: Using an analogous procedure to that described for the synthesis of 4-(2-methylindol-5-yloxy)-7-(piperidin-4-ylmethoxy)quinazoline, (prepared as described in Example 122), 7-(2-(1-tert-butoxycarbonylpiperidin-4-yl)ethoxy)-6-methoxy-4-(2-methylindol-5-yloxy)quinazoline (400 mg, 0.75 mmol), (prepared as described in Example 126), was used to give 6-methoxy (2-methylindol-5yloxy)-7-(2-(piperidin-4-yl)ethoxy)quinazoline (284 mg, 87%). The reactants are C1(CCCCC1)P(C1=C(C=CC=C1)C1=C(C=C(C=C1C(C)C)C(C)C)C(C)C)C1CCCCC1 (2-dicyclohexylphosphino-2′,4′,6′-triisopropylbiphenyl), C([O-])([O-])=O.[Cs+].[Cs+] (Cesium carbonate), C1(CCCCC1)P(C1=C(C=CC=C1)C1=C(C=C(C=C1C(C)C)C(C)C)C(C)C)C1CCCCC1 (2-dicyclohexylphosphino-2′,4′,6′-triisopropylbiphenyl), NC1=C(C(=O)OC(C)(C)C)C=CC(=C1)CCC1=CC(=CC=C1)OC (tert-butyl 2-amino-4-(2-(3-methoxyphenyl)ethyl)benzoate), IC=1C=C(C=CC1)O (3-iodophenol), C([O-])([O-])=O.[Cs+].[Cs+] (cesium carbonate), C1(CCCCC1)P(C1=C(C=CC=C1)C1=C(C=C(C=C1C(C)C)C(C)C)C(C)C)C1CCCCC1 (2-dicyclohexylphosphino-2′,4′,6′-triisopropylbiphenyl). The reagents and catalysts are C=1C=CC(=CC1)/C=C/C(=O)/C=C/C2=CC=CC=C2.C=1C=CC(=CC1)/C=C/C(=O)/C=C/C2=CC=CC=C2.C=1C=CC(=CC1)/C=C/C(=O)/C=C/C2=CC=CC=C2.[Pd].[Pd] (Tris(dibenzylideneacetone)dipalladium(0)), C(C)(=O)[O-].[Pd+2].C(C)(=O)[O-] (palladium acetate), C=1C=CC(=CC1)/C=C/C(=O)/C=C/C2=CC=CC=C2.C=1C=CC(=CC1)/C=C/C(=O)/C=C/C2=CC=CC=C2.C=1C=CC(=CC1)/C=C/C(=O)/C=C/C2=CC=CC=C2.[Pd].[Pd] (tris(dibenzylideneacetone)dipalladium(0)), C(C)(=O)[O-].[Pd+2].C(C)(=O)[O-] (palladium acetate), C=1C=CC(=CC1)/C=C/C(=O)/C=C/C2=CC=CC=C2.C=1C=CC(=CC1)/C=C/C(=O)/C=C/C2=CC=CC=C2.C=1C=CC(=CC1)/C=C/C(=O)/C=C/C2=CC=CC=C2.[Pd].[Pd] (tris(dibenzylideneacetone)dipalladium(0)), C(C)(=O)[O-].[Pd+2].C(C)(=O)[O-] (palladium acetate). Solvent: CC(C)(C)O (2-methyl-2-propanol). Run at temperature 70 celsius, time 12 hour. Yields the product OC=1C=C(C=CC1)NC1=C(C(=O)OC(C)(C)C)C=CC(=C1)CCC1=CC(=CC=C1)OC (tert-butyl 2-((3-hydroxyphenyl)amino)-4-(2-(3-methoxyphenyl)ethyl)benzoate). RXN SMILES: [NH2:1][C:2]1[CH:14]=[C:13]([CH2:15][CH2:16][C:17]2[CH:22]=[CH:21][CH:20]=[C:19]([O:23][CH3:24])[CH:18]=2)[CH:12]=[CH:11][C:3]=1[C:4]([O:6][C:7]([CH3:10])([CH3:9])[CH3:8])=[O:5].I[C:26]1[CH:27]=[C:28]([OH:32])[CH:29]=[CH:30][CH:31]=1.C(=O)([O-])[O-].[Cs+].[Cs+].C1(P(C2CCCCC2)C2C=CC=CC=2C2C(C(C)C)=CC(C(C)C)=CC=2C(C)C)CCCCC1>C1C=CC(/C=C/C(/C=C/C2C=CC=CC=2)=O)=CC=1.C1C=CC(/C=C/C(/C=C/C2C=CC=CC=2)=O)=CC=1.C1C=CC(/C=C/C(/C=C/C2C=CC=CC=2)=O)=CC=1.[Pd].[Pd].C([O-])(=O)C.[Pd+2].C([O-])(=O)C.CC(O)(C)C>[OH:32][C:28]1[CH:27]=[C:26]([NH:1][C:2]2[CH:14]=[C:13]([CH2:15][CH2:16][C:17]3[CH:22]=[CH:21][CH:20]=[C:19]([O:23][CH3:24])[CH:18]=3)[CH:12]=[CH:11][C:3]=2[C:4]([O:6][C:7]([CH3:10])([CH3:9])[CH3:8])=[O:5])[CH:31]=[CH:30][CH:29]=1 |f:2.3.4,6.7.8.9.10,11.12.13|. Reported procedure: To 2-methyl-2-propanol 3.0 mL solution of tert-butyl 2-amino-4-(2-(3-methoxyphenyl)ethyl)benzoate 0.13 g were added 3-iodophenol 0.22 g, cesium carbonate 0.26 g, tris(dibenzylideneacetone)dipalladium(0) 3.7 mg, palladium acetate 1.8 mg and 2-dicyclohexylphosphino-2′,4′,6′-triisopropylbiphenyl 9.5 mg at room temperature, and it was stirred at 70° C. for 12 hours. Tris(dibenzylideneacetone)dipalladium(0) 3.7 mg, palladium acetate 1.8 mg and 2-dicyclohexylphosphino-2′,4′,6′-triisopropylbiphenyl 9.5... Reactants: CCO, COCCOC, CCOC(C)=O, OB(O)c1ccc(Cl)cc1Cl, N#Cc1sc(N2CCOCC2)nc1Cl, [Na+], [Na+], O=C([O-])[O-], O. Yields the product N#Cc1sc(N2CCOCC2)nc1-c1ccc(Cl)cc1Cl. Reaction SMILES: [CH3:32][CH2:33][OH:34].[CH3:35][O:36][CH2:37][CH2:38][O:39][CH3:40].[CH3:41][CH2:42][O:43][C:44](=[O:45])[CH3:46].[Cl:15][c:16]1[c:17]([B:23]([OH:24])[OH:25])[cH:18][cH:19][c:20]([Cl:22])[cH:21]1.[Cl:1][c:2]1[n:3][c:4]([N:9]2[CH2:10][CH2:11][O:12][CH2:13][CH2:14]2)[s:5][c:6]1[C:7]#[N:8].[Na+:26].[Na+:27].[O-:28][C:29](=[O:30])[O-:31].[OH2:47]>>[c:2]1(-[c:17]2[c:16]([Cl:15])[cH:21][c:20]([Cl:22])[cH:19][cH:18]2)[n:3][c:4]([N:9]2[CH2:10][CH2:11][O:12][CH2:13][CH2:14]2)[s:5][c:6]1[C:7]#[N:8]. The reactants are ClC1=NC(=CC=C1C)Cl (2,6-Dichloro-3-methylpyridine), CNC (dimethylamine). The solvent is C(Cl)Cl (DCM), aqueous solution. Reaction conditions: temperature 80 celsius, time 16 hour. Yields the product ClC1=C(C=CC(=N1)N(C)C)C ((6-chloro-5-methyl-pyridin-2-yl)-dimethyl-amine), ClC1=CC=C(C(=N1)N(C)C)C ((6-chloro-3-methyl-pyridin-2-yl)-dimethyl-amine). RXN SMILES: [Cl:1][C:2]1[C:7]([CH3:8])=[CH:6][CH:5]=[C:4]([Cl:9])[N:3]=1.[CH3:10][NH:11][CH3:12]>C(Cl)Cl>[Cl:1][C:2]1[N:3]=[C:4]([N:11]([CH3:12])[CH3:10])[CH:5]=[CH:6][C:7]=1[CH3:8].[Cl:9][C:4]1[N:3]=[C:2]([N:11]([CH3:12])[CH3:10])[C:7]([CH3:8])=[CH:6][CH:5]=1. Procedure: 2,6-Dichloro-3-methylpyridine (250 mg, 1.5 mmol) was dissolved in a 40% aqueous solution of dimethylamine (0.2 mL, 1.5 mmol) and stirred at 80° C. in a sealed tube for 16 hours. Then DCM was added. The organic layer was separated, dried (Na2SO4), filtered and the solvent evaporated in vacuo to yield (6-chloro-5-methyl-pyridin-2-yl)-dimethyl-amine and (6-chloro-3-methyl-pyridin-2-yl)-dimethyl-amine as a colorless oil that was used in the next step without further purification. Reactants: NC1=CC(=C(C(=O)NC2=CC3=C(N=CS3)C=C2)C=C1N)N(CC)CC (4,5-Diamino-N-benzothiazol-6-yl-2-diethylaminobenzamide), COC(C1=CC(=CC=C1)N=C=S)=O (3-isothiocyanatobenzoic acid methyl ester). The solvent is C(CCl)Cl (EDC). Product: COC(C1=CC(=CC=C1)NC1=NC2=C(N1)C=C(C(=C2)C(NC2=CC1=C(N=CS1)C=C2)=O)N(CC)CC)=O (3-[5-(benzothiazol-6-ylcarbamoyl)-6-diethylamino-1H-benzoimidazol-2-ylamino]-benzoic acid methyl ester). RXN SMILES: [NH2:1][C:2]1[C:19]([NH2:20])=[CH:18][C:5]([C:6]([NH:8][C:9]2[CH:17]=[CH:16][C:12]3[N:13]=[CH:14][S:15][C:11]=3[CH:10]=2)=[O:7])=[C:4]([N:21]([CH2:24][CH3:25])[CH2:22][CH3:23])[CH:3]=1.[CH3:26][O:27][C:28](=[O:38])[C:29]1[CH:34]=[CH:33][CH:32]=[C:31]([N:35]=[C:36]=S)[CH:30]=1>C(Cl)CCl>[CH3:26][O:27][C:28](=[O:38])[C:29]1[CH:34]=[CH:33][CH:32]=[C:31]([NH:35][C:36]2[NH:1][C:2]3[CH:3]=[C:4]([N:21]([CH2:24][CH3:25])[CH2:22][CH3:23])[C:5]([C:6](=[O:7])[NH:8][C:9]4[CH:17]=[CH:16][C:12]5[N:13]=[CH:14][S:15][C:11]=5[CH:10]=4)=[CH:18][C:19]=3[N:20]=2)[CH:30]=1. Reported procedure: 4,5-Diamino-N-benzothiazol-6-yl-2-diethylaminobenzamide (0.3 mmol; see Example 133) from above was reacted with 3-isothiocyanatobenzoic acid methyl ester (0.3 mmol) followed by cyclization in situ using EDC as described in general procedure B to obtain 3-[5-(benzothiazol-6-ylcarbamoyl)-6-diethylamino-1H-benzoimidazol-2-ylamino]-benzoic acid methyl ester. MS: m/z 515 (M+H)+. The reactants are O=C(NCC(F)(F)F)C1(CCCCBr)c2ccccc2-c2ccccc21, c1ccc(-c2nsc(N3CCNCC3)n2)cc1. The product is O=C(NCC(F)(F)F)C1(CCCCN2CCN(c3nc(-c4ccccc4)ns3)CC2)c2ccccc2-c2ccccc21. As a reaction SMILES: [F:18][C:19]([CH2:20][NH:21][C:22](=[O:23])[C:24]1([CH2:37][CH2:38][CH2:39][CH2:40][Br:41])[c:25]2[cH:26][cH:27][cH:28][cH:29][c:30]2-[c:31]2[cH:32][cH:33][cH:34][cH:35][c:36]21)([F:42])[F:43].[c:1]1(-[c:7]2[n:8][s:9][c:10]([N:12]3[CH2:13][CH2:14][NH:15][CH2:16][CH2:17]3)[n:11]2)[cH:2][cH:3][cH:4][cH:5][cH:6]1>>[c:1]1(-[c:7]2[n:8][s:9][c:10]([N:12]3[CH2:13][CH2:14][N:15]([CH2:40][CH2:39][CH2:38][CH2:37][C:24]4([C:22]([NH:21][CH2:20][C:19]([F:18])([F:42])[F:43])=[O:23])[c:25]5[cH:26][cH:27][cH:28][cH:29][c:30]5-[c:31]5[cH:32][cH:33][cH:34][cH:35][c:36]54)[CH2:16][CH2:17]3)[n:11]2)[cH:2][cH:3][cH:4][cH:5][cH:6]1.